From a dataset of the Open Reaction Database (ORD), a public repository of structured organic reaction records. describe an organic reaction: reactants, conditions, products, and yield The reactants are 36, FC1=CC=C(C=C1)CNC1=NC=NC=C1NC(CC1CCN(CC1)CC1=CC=CC=C1)=O (N-[4-[[(4-fluorophenyl)methyl]amino]-5-pyrimidinyl]-1-(phenylmethyl}-4-piperidineacetamide), P(=O)(Cl)(Cl)Cl (phosphoryl chloride). Yields the product 10.6, FC1=CC=C(C=C1)CN1C2=NC=NC=C2N=C1CC1CCN(CC1)CC1=CC=CC=C1 (9-[(4-fluorophenyl)methyl]-8-[[1-(phenylmethyl)-4-piperidinyl]methyl]-9H-purine). Isolated yield 30.4%. RXN SMILES: [F:1][C:2]1[CH:7]=[CH:6][C:5]([CH2:8][NH:9][C:10]2[C:15]([NH:16][C:17](=O)[CH2:18][CH:19]3[CH2:24][CH2:23][N:22]([CH2:25][C:26]4[CH:31]=[CH:30][CH:29]=[CH:28][CH:27]=4)[CH2:21][CH2:20]3)=[CH:14][N:13]=[CH:12][N:11]=2)=[CH:4][CH:3]=1.P(Cl)(Cl)(Cl)=O>>[F:1][C:2]1[CH:7]=[CH:6][C:5]([CH2:8][N:9]2[C:17]([CH2:18][CH:19]3[CH2:24][CH2:23][N:22]([CH2:25][C:26]4[CH:31]=[CH:30][CH:29]=[CH:28][CH:27]=4)[CH2:21][CH2:20]3)=[N:16][C:15]3[C:10]2=[N:11][CH:12]=[N:13][CH:14]=3)=[CH:4][CH:3]=1. Reported procedure: A mixture of 36 parts of N-[4-[[(4-fluorophenyl)methyl]amino]-5-pyrimidinyl]-1-(phenylmethyl}-4-piperidineacetamide and 935 parts of phosphoryl chloride was stirred and refluxed for 8 hours. After cooling, the reaction mixture was evaporated. The residue was decomposed in ice water. The whole was treated with a sodium hydroxide solution. The product was extracted with 4-methyl-2-pentanone. The extract was dried, filtered and evaporated. The residue was purified by column chromatography over sili... Starting materials: C1=CC(=C2C=CC=C3C4=CC=CC=C4C1=C23)B(O)O (fluoranthene-3-boronic acid), BrC1=CC=C(C=C1)I (4-bromoiodobenzene), solution, C([O-])([O-])=O.[Na+].[Na+] (sodium carbonate). The reagents and catalysts are C=1C=CC(=CC1)[P](C=2C=CC=CC2)(C=3C=CC=CC3)[Pd]([P](C=4C=CC=CC4)(C=5C=CC=CC5)C=6C=CC=CC6)([P](C=7C=CC=CC7)(C=8C=CC=CC8)C=9C=CC=CC9)[P](C=1C=CC=CC1)(C=1C=CC=CC1)C=1C=CC=CC1 (tetrakis(triphenylphosphine)palladium(0)). Run in C1(=CC=CC=C1)C (toluene). Reaction conditions: temperature 100 celsius, time 8 hour. Product: BrC1=CC=C(C=C1)C=1C=CC=2C3=CC=CC=C3C3=CC=CC1C23 (3-(4-bromophenyl)fluoranthene). Isolated yield 69.6%. RXN SMILES: [CH:1]1[C:15]2=[C:16]3[C:8]([C:9]4[C:14]2=[CH:13][CH:12]=[CH:11][CH:10]=4)=[CH:7][CH:6]=[CH:5][C:4]3=[C:3](B(O)O)[CH:2]=1.[Br:20][C:21]1[CH:26]=[CH:25][C:24](I)=[CH:23][CH:22]=1.C(=O)([O-])[O-].[Na+].[Na+]>C1C=CC([P]([Pd]([P](C2C=CC=CC=2)(C2C=CC=CC=2)C2C=CC=CC=2)([P](C2C=CC=CC=2)(C2C=CC=CC=2)C2C=CC=CC=2)[P](C2C=CC=CC=2)(C2C=CC=CC=2)C2C=CC=CC=2)(C2C=CC=CC=2)C2C=CC=CC=2)=CC=1.C1(C)C=CC=CC=1>[Br:20][C:21]1[CH:26]=[CH:25][C:24]([C:5]2[CH:6]=[CH:7][C:8]3[C:9]4[C:14]([C:15]5[C:16]=3[C:4]=2[CH:3]=[CH:2][CH:1]=5)=[CH:13][CH:12]=[CH:11][CH:10]=4)=[CH:23][CH:22]=1 |f:2.3.4,^1:37,39,58,77|. Reported procedure: In the atmosphere of argon, 9.1 g of fluoranthene-3-boronic acid, 10.5 g of 4-bromoiodobenzene, 2.1 g of tetrakis(triphenylphosphine)palladium(0), 186 mL of toluene and 74 mL of an aqueous 2M solution of sodium carbonate were placed in a flask, and stirred at 100° C. for 8 hours. After cooling to room temperature, the reaction solution was extracted with toluene. After removing an aqueous phase, an organic phase was washed with saturated saline, and dried with anhydrous sodium sulfate. After fil...